From a dataset of the Open Reaction Database (ORD), a public repository of structured organic reaction records. describe an organic reaction: reactants, conditions, products, and yield Reactants: C=O (formaldehyde), C=O (paraformaldehyde), C1(=CC=CC=C1)OC (anisole), Cl (hydrogen chloride), C=O (formaldehyde), C1(=CC=CC=C1)C (toluene), C1(=CC=CC=C1)OC (anisole), C1(=CC=CC=C1)C (toluene), C1(=CC=CC=C1)OC (anisole), C1(=CC=CC=C1)C (toluene), C=O (paraformaldehyde), Cl (Hydrogen chloride), Cl (hydrogen chloride). Reaction conditions: temperature 120 celsius. Product: ClCC1=C(C=CC=C1)OC (Chloromethylanisole). Reaction SMILES: C1([O:7][CH3:8])C=CC=CC=1.C=O.[ClH:11].[C:12]1([CH3:18])[CH:17]=[CH:16][CH:15]=[CH:14][CH:13]=1>>[Cl:11][CH2:18][C:12]1[CH:17]=[CH:16][CH:15]=[CH:14][C:13]=1[O:7][CH3:8]. Procedure: Chloromethylanisole was prepared by placing 162 grams (1.5 mole) of anisole and 150 grams of toluene in a 1-liter round bottom flask which was equipped with a mechanical stirrer, thermowell and gas inlet. The gas inlet was connected by means of a glass tube to a 200 cc round bottom flask also equipped with a gas inlet and thermowell. The glass tube which extended from the smaller flask to the larger flask was surrounded by a heating tape. The 200 cc round bottom flask was charged with 64 grams (... Yields the product OC1=C(C=CC(=C1CCCC1=CC=CC=C1)O)C(C)=O (1-[2,4-Dihydroxy-3-(3-phenylpropyl)phenyl]ethanone). Procedure: A solution of 10.0 g (33.5 mmol) of 1-[2,4-dimethoxy-3-(3-phenylpropyl)phenyl]ethanone from the preceding example in 250 mL of dichloromethane was stirred at -50° C. while 67 mL (67 mmol) of 1m boron tribromide in dichloromethane was added over a 15 min period. The reaction mixture was stirred at -50° C. for 1 hr and at room temperature for 3 days before being poured onto ice. Work-up with 9:1 dichloromethanemethanol in the usual manner gave a product which was a chromatographed on silica gel. E... Run in ClCCl (dichloromethane), ClCCl (dichloromethane). Reaction conditions: temperature -50 celsius, time 3 day. Isolated yield 73.9%. Reactants: 1m, B(Br)(Br)Br (boron tribromide), COC1=C(C=CC(=C1CCCC1=CC=CC=C1)OC)C(C)=O (1-[2,4-dimethoxy-3-(3-phenylpropyl)phenyl]ethanone). Reaction SMILES: C[O:2][C:3]1[C:8]([CH2:9][CH2:10][CH2:11][C:12]2[CH:17]=[CH:16][CH:15]=[CH:14][CH:13]=2)=[C:7]([O:18]C)[CH:6]=[CH:5][C:4]=1[C:20](=[O:22])[CH3:21].B(Br)(Br)Br>ClCCl>[OH:2][C:3]1[C:8]([CH2:9][CH2:10][CH2:11][C:12]2[CH:13]=[CH:14][CH:15]=[CH:16][CH:17]=2)=[C:7]([OH:18])[CH:6]=[CH:5][C:4]=1[C:20](=[O:22])[CH3:21]. Starting materials: C1(CCCC1)C(C[N+](=O)[O-])=O (1-Cyclopentyl-2-nitro-1-ethanone), S(=O)(=O)(O)O.NO (hydroxylamine sulfate). The solvent is C1(=CC=CC=C1)C.C(C)O (toluene ethanol). Yields the product C1(CCCC1)C(C[N+](=O)[O-])=NO (1-Cyclopentyl-2-nitro-1-ethanone oxime). Isolated yield 88.7%. RXN SMILES: [CH:1]1([C:6](=O)[CH2:7][N+:8]([O-:10])=[O:9])[CH2:5][CH2:4][CH2:3][CH2:2]1.S(O)(O)(=O)=O.[NH2:17][OH:18]>C1(C)C=CC=CC=1.C(O)C>[CH:1]1([C:6](=[N:17][OH:18])[CH2:7][N+:8]([O-:10])=[O:9])[CH2:5][CH2:4][CH2:3][CH2:2]1 |f:1.2,3.4|. Procedure details: 9.90 g (63 mmol) of 1-cyclopentyl-2-nitro-ethanone (example II) and 20.688 g (126 mmol) of hydroxylamine sulfate are heated under reflux, for 4 hours, in 310 ml of a toluene/ethanol mixture (1:1). The solvent is removed in vacuo and the residue is taken up in ethyl acetate; the organic phase is washed 2 times with water and dried over sodium sulfate and the solvent is removed in vacuo. 9.62 g (74%) of pale yellow solid are obtained. The reactants are CN(C1=CC=C(C=C1)C=CC1=CC=C(C=C1)S(=O)(=O)CCCOC(=O)C1COCCC1)C (4-dimethylamino-4'-[(3-tetrahydropyranoyloxy)-1-propylsulfonyl]stilbene), yellow oil, ClCCl.C(C)(=O)OCC (dichloromethane ethyl acetate), CC1=CC=C(C=C1)S(=O)(=O)CCCOC1OCCCC1 (3-(4-Methylphenyl)sulfonyl-1-tetrahydropyranyloxypropane), C(C)N1C2=CC=CC=C2C=2C=C(C=CC12)C=O (N-ethylcarbazole-3-carboxaldehyde). Yields the product C(C)N1C2=CC=CC=C2C=2C=C(C=CC12)C=CC1(CC=C(C=C1)OC1COCCC1)S(=O)(=O)CCC (1-(N-Ethylcarbazol-3-yl)-2-[4-(3-tetrahydropyranyloxy)-1-propylsulfonylphenyl]ethene). As a reaction SMILES: CN(C)C1C=CC(C=CC2[CH:16]=[CH:15][C:14]([S:17]([CH2:20][CH2:21][CH2:22]OC(C3CCCOC3)=O)(=[O:19])=[O:18])=[CH:13][CH:12]=2)=CC=1.CC1C=CC(S(C[CH2:44][CH2:45][O:46][CH:47]2CCCCO2)(=O)=O)=CC=1.[CH2:53]([N:55]1[C:67]2[CH:66]=[CH:65][C:64](C=O)=[CH:63][C:62]=2[C:61]2[C:56]1=[CH:57][CH:58]=[CH:59][CH:60]=2)[CH3:54].Cl[CH2:71]Cl.[C:73]([O:76][CH2:77][CH3:78])(=O)[CH3:74]>>[CH2:53]([N:55]1[C:67]2[CH:66]=[CH:65][C:64]([CH:16]=[CH:15][C:14]3([S:17]([CH2:20][CH2:21][CH3:22])(=[O:18])=[O:19])[CH:13]=[CH:12][C:73]([O:76][CH:77]4[CH2:78][CH2:44][CH2:45][O:46][CH2:47]4)=[CH:74][CH2:71]3)=[CH:63][C:62]=2[C:61]2[C:56]1=[CH:57][CH:58]=[CH:59][CH:60]=2)[CH3:54] |f:3.4|. Procedure details: As in Example 3a 2.98 g (10 mmol) of 2a and 2.68 g (12 mmol) of N-ethylcarbazole-3-carboxaldehyde give, after column chromatography. [silica gel; dichloromethane/ethyl acetate mixtures], 1.56 g (31%) of yellow oil. Starting materials: CC#CC(=O)OCC, COC(C)(C)C, CC(C)(C)[O-], [K+], [Na+], C1CCOC1, [OH-], Oc1ccccc1Cl. The product is CCOC(=O)C=C(C)Oc1ccccc1Cl. As a reaction SMILES: [C:15]([C:16]#[C:17][CH3:18])(=[O:19])[O:20][CH2:21][CH3:22].[C:30]([O:31][CH3:32])([CH3:33])([CH3:34])[CH3:35].[CH3:9][C:10]([CH3:11])([O-:12])[CH3:13].[K+:14].[Na+:24].[O:25]1[CH2:26][CH2:27][CH2:28][CH2:29]1.[OH-:23].[OH:1][c:2]1[cH:3][cH:4][cH:5][cH:6][c:7]1[Cl:8]>>[O:1]([c:2]1[cH:3][cH:4][cH:5][cH:6][c:7]1[Cl:8])[C:17](=[CH:16][C:15](=[O:19])[O:20][CH2:21][CH3:22])[CH3:18]. The reactants are C(=O)(O)[O-].[Na+] (NaHCO3), [N+](=O)([O-])[O-].[K+] (KNO3), CC1(C2=C(NCCC1)C=CC=C2)C (5,5-dimethyl-2,3,4,5-tetrahydro-1H-benzo[b]azepine), ice water. The solvent is OS(=O)(=O)O (H2SO4). Reaction conditions: time 15 minute. Yields the product CC1(C2=C(NCCC1)C=C(C=C2)[N+](=O)[O-])C (5,5-dimethyl-8-nitro-2,3,4,5-tetrahydro-1H-benzo[b]azepine). Yield: 86.8%. RXN SMILES: [N+:1]([O-:4])([O-])=[O:2].[K+].[CH3:6][C:7]1([CH3:18])[CH2:13][CH2:12][CH2:11][NH:10][C:9]2[CH:14]=[CH:15][CH:16]=[CH:17][C:8]1=2.C([O-])(O)=O.[Na+]>OS(O)(=O)=O>[CH3:6][C:7]1([CH3:18])[CH2:13][CH2:12][CH2:11][NH:10][C:9]2[CH:14]=[C:15]([N+:1]([O-:4])=[O:2])[CH:16]=[CH:17][C:8]1=2 |f:0.1,3.4|. Procedure: At 0° C., KNO3 (0.76 g, 7.54 mmol) was added portionwise to a solution of 5,5-dimethyl-2,3,4,5-tetrahydro-1H-benzo[b]azepine (1.1 g, 6.28 mmol) in H2SO4 (15 mL). After stifling 15 min at this temperature, the mixture was poured into ice water, basified with sat. NaHCO3 to pH 8 and extracted with EtOAc. The organic layer was washed with brine, dried over Na2SO4 and concentrated to give crude 5,5-dimethyl-8-nitro-2,3,4,5-tetrahydro-1H-benzo[b]azepine (1.2 g), which was used directly in the next st... The reactants are C(=O)(OCC1=CC=CC=C1)N[C@H](C)C(=O)O (carbobenzyloxy-D-alanine), NN1C=CC=C1 (N-aminopyrrole), C1CCC(CC1)N=C=NC2CCCCC2 (DCC). Solvent: C(Cl)Cl (DCM). Run at time 24 hour. Yields the product C1(=CC=CC=C1)COC(N[C@@H](C(NN1C=CC=C1)=O)C)=O ((R)-Phenylmethyl-[1-methyl-2-oxo-2-(1H-pyrrol-1-ylamino)ethyl]carbamate). Isolated yield 90.8%. Reaction SMILES: [C:1]([NH:11][C@@H:12]([C:14]([OH:16])=O)[CH3:13])([O:3][CH2:4][C:5]1[CH:10]=[CH:9][CH:8]=[CH:7][CH:6]=1)=[O:2].[NH2:17][N:18]1[CH:22]=[CH:21][CH:20]=[CH:19]1.C1CCC(N=C=NC2CCCCC2)CC1>C(Cl)Cl>[C:5]1([CH2:4][O:3][C:1](=[O:2])[NH:11][C@H:12]([CH3:13])[C:14](=[O:16])[NH:17][N:18]2[CH:22]=[CH:21][CH:20]=[CH:19]2)[CH:6]=[CH:7][CH:8]=[CH:9][CH:10]=1. Reported procedure: To a stirred solution consisting of carbobenzyloxy-D-alanine (10.0 g) and N-aminopyrrole (3.68 g) in dry DCM (224 ml) was added DCC (9.71 g) at 0° C. under nitrogen. The cooling bath was removed after ten minutes and the reaction mixture was allowed to stir at room temperature for 24 hours. The suspension was filtered and the DCU filter cake was washed with hot ethyl acetate. Concentration of the filtrate gave the crude product. Recrystallization from EtOAc/hexane afforded 11.69 g of the desired... Starting materials: [H-].[Na+] (sodium hydride), OC=1C=NC=CC1 (3-hydroxypyridine), CC1=NC(=NO1)C1=CC(=C(OCCCI)C(=C1)C)C (4-(5-methyl-1,2,4-oxadiazol-3-yl)-2,6-dimethylphenoxypropyl iodide). Solvent: CN(C)C=O (DMF), CN(C)C=O (DMF). Reaction conditions: time 2 day. Yields the product CC1=NC(=NO1)C1=CC(=C(OCCCC=2C=NC=CC2)C(=C1)C)C (3-[3-[4-(5-methyl-1,2,4-oxadiazol-3-yl)-2,6-dimethylphenoxy]propyl]-pyridine). Yield: 58.0%. As a reaction SMILES: [H-].[Na+].O[C:4]1[CH:5]=[N:6][CH:7]=[CH:8][CH:9]=1.[CH3:10][C:11]1[O:15][N:14]=[C:13]([C:16]2[CH:26]=[C:25]([CH3:27])[C:19]([O:20][CH2:21][CH2:22][CH2:23]I)=[C:18]([CH3:28])[CH:17]=2)[N:12]=1>CN(C=O)C>[CH3:10][C:11]1[O:15][N:14]=[C:13]([C:16]2[CH:26]=[C:25]([CH3:27])[C:19]([O:20][CH2:21][CH2:22][CH2:23][C:4]3[CH:5]=[N:6][CH:7]=[CH:8][CH:9]=3)=[C:18]([CH3:28])[CH:17]=2)[N:12]=1 |f:0.1|. Reported procedure: To a suspension of sodium hydride (70 mg, 2.8 mmol) and 3-hydroxypyridine (0.24 g, 2.56 mmol) in DMF was added dropwise 1 g (1 g, 2.8 mmol) of 4-(5-methyl-1,2,4-oxadiazol-3-yl)-2,6-dimethylphenoxypropyl iodide in DMF, and the mixture was stirred at room temperature for 2 days. The mixture was washed with water, extracted with ethyl acetate, and the organic layer was washed with water and dried over magnesium sulfate. The dry organic layer was concentrated in vacuo, passed through a pad of silica...